Dataset: the Open Reaction Database (ORD), a public repository of structured organic reaction records. Task: describe an organic reaction: reactants, conditions, products, and yield The reactants are CC1(NC(CC1C(=O)N)(C)C)C (2,2,5,5-tetramethyl pyrroline-3-carboxamide), [OH-].[Ba+2].[OH-] (barium hydroxide). The product is CC1(NC(CC1C(=O)O)(C)C)C (2,2,5,5-tetramethyl pyrroline-3-carboxylic acid). Reaction SMILES: [CH3:1][C:2]1([CH3:12])[CH:6]([C:7](N)=[O:8])[CH2:5][C:4]([CH3:11])([CH3:10])[NH:3]1.[OH-:13].[Ba+2].[OH-]>>[CH3:1][C:2]1([CH3:12])[CH:6]([C:7]([OH:13])=[O:8])[CH2:5][C:4]([CH3:11])([CH3:10])[NH:3]1 |f:1.2.3|. Reported procedure: 2,2,5,5-tetramethyl pyrroline-3-carboxylic acid was prepared by the hydrolysis of 2,2,5,5-tetramethyl pyrroline-3-carboxamide (Frinton; recrystallized from benzene) with barium hydroxide. The acid was recrystallized from water to provide an off-white solid. The measured mp was 300 (dec.) in a sealed tube; the reported mp was 300 dec. (Pauly 1902; Rozantsev 1970). Reactants: CN(C=O)C (N,N-dimethylformamide), CC1CC(C=2C=C(N=NC2C1)C1=CC(=CC=C1)C(F)(F)F)O (7-methyl-3-(3-trifluoromethylphenyl)-5,6,7,8-tetrahydrocinnolin-5-ol), Cl.CN(CCCN=C=NCC)C (1-[3-(dimethylamino)propyl]-3-ethylcarbodiimide hydrochloride), C(C)(C)(C)OC(=O)N[C@H](CC1=CC=CC=C1)C(=O)O (N-(tert-butoxycarbonyl)-D-phenylalanine), N,N-dimethylaminopyridine. Solvent: C(C)(=O)OCC (ethyl acetate), C(C)O (ethanol). The product is C(C)(C)(C)OC(=O)N[C@H](CC1=CC=CC=C1)C(=O)O[C@@H]1C=2C=C(N=NC2C[C@@H](C1)C)C1=CC(=CC=C1)C(F)(F)F ((5S,7S)-5-(N-(tert-butoxycarbonyl)-D-phenylalanyl)oxy-7-methyl-3-(3-trifluoromethylphenyl)-5,6,7,8-tetrahydrocinnoline). Yield: 29.5%. As a reaction SMILES: CN(C)C=O.[CH3:6][CH:7]1[CH2:16][C:15]2[N:14]=[N:13][C:12]([C:17]3[CH:22]=[CH:21][CH:20]=[C:19]([C:23]([F:26])([F:25])[F:24])[CH:18]=3)=[CH:11][C:10]=2[CH:9]([OH:27])[CH2:8]1.Cl.CN(C)CCCN=C=NCC.[C:40]([O:44][C:45]([NH:47][C@@H:48]([C:56](O)=[O:57])[CH2:49][C:50]1[CH:55]=[CH:54][CH:53]=[CH:52][CH:51]=1)=[O:46])([CH3:43])([CH3:42])[CH3:41]>C(O)C.C(OCC)(=O)C>[C:40]([O:44][C:45]([NH:47][C@@H:48]([C:56]([O:27][C@H:9]1[CH2:8][C@@H:7]([CH3:6])[CH2:16][C:15]2[N:14]=[N:13][C:12]([C:17]3[CH:22]=[CH:21][CH:20]=[C:19]([C:23]([F:26])([F:25])[F:24])[CH:18]=3)=[CH:11][C:10]1=2)=[O:57])[CH2:49][C:50]1[CH:55]=[CH:54][CH:53]=[CH:52][CH:51]=1)=[O:46])([CH3:42])([CH3:43])[CH3:41] |f:2.3|. Procedure: To a N,N-dimethylformamide solution (181 mL) of 7-methyl-3-(3-trifluoromethylphenyl)-5,6,7,8-tetrahydrocinnolin-5-ol (27.8 g, 90.4 mmol) obtained in Example 6 were added 1-[3-(dimethylamino)propyl]-3-ethylcarbodiimide hydrochloride (26 g, 135.7 mmol) and N-(tert-butoxycarbonyl)-D-phenylalanine (31.2 g, 117.6 mmol) with washing in N-methylpyrrolidone (36 ml), followed by adding N,N-dimethylaminopyridine (1.2 mg, 9.0 mmol) to the mixed liquid under ice cooling, stirring over night, adding ethyl ac... Reaction SMILES: [CH3:1][C@@H:2]([C:5]([N:7]1[C@H:11]([C:12]([OH:14])=[O:13])[CH2:10][CH2:9][CH2:8]1)=[O:6])[CH2:3][SH:4].C(N(CC)C(C)C)(C)C.Cl[C:25]([O:27][CH2:28][Cl:29])=[O:26]>O1CCOCC1.O>[Cl:29][CH2:28][O:27][C:25]([S:4][CH2:3][C@@H:2]([CH3:1])[C:5]([N:7]1[CH2:8][CH2:9][CH2:10][C@H:11]1[C:12]([OH:14])=[O:13])=[O:6])=[O:26] |f:3.4|. The yield is 73.6%. Conditions: temperature 0 celsius, time 4 hour. Starting materials: C[C@H](CS)C(=O)N1CCC[C@H]1C(=O)O (Captopril), C(C)(C)N(C(C)C)CC (N,N-diisopropyl ethylamine), ClC(=O)OCCl (1-chloromethyl chloroformate). The solvent is O1CCOCC1.O (dioxane H2O). Yields the product ClCOC(=O)SC[C@H](C(=O)N1[C@H](C(=O)O)CCC1)C (1-[(2S)-3-(chloromethoxycarbonyl)mercapto-2-methyl-1-oxopropyl]-L-proline). Reported procedure: Captopril (2.48 g, 0.0114 Mol) and N,N-diisopropyl ethylamine (4.50 ml, 0.0258 Mol) were dissolved in dioxane/H2O (30 ml, 1:1). The mixture was cooled to 0° C. and 1-chloromethyl chloroformate (1.20 ml, 0.0147 Mol) was added. The reaction was stirred at 0° C. for 4 h, then partitioned between HCl (4%, 30 ml) and CH2Cl2 (30 ml). The aqueous phase was extracted with CH2Cl2 (2×30 ml) and the combined organic phases were washed with HCl (4%, 30 ml) and brine (3×30 ml), dried over sodium sulphate and...